This data is from the Open Reaction Database (ORD), a public repository of structured organic reaction records. The task is: describe an organic reaction: reactants, conditions, products, and yield Procedure details: A solution of 6-[(2-chloro-α,α,α,6-tetrafluoro-p-tolyl) oxy]-α-methyl-1H-benzotriazole-1-acetaldehyde dimethyl acetal (23.0 g, 0.053 mole) in acetic acid is treated with 54 ml of 2.5N H2 SO4 and heated at 70° C. for 12 hours. A portion of the reaction solution is concentrated, diluted with acetone and treated portionwise, at 25°-38° C., with an aqueous solution of KMnO4 (23.7 g, 0.15 mole). Addition is continued until a persistent pink color is obtained at 27° C. The reaction mixture is filtered... Reactants: COC(C(N1N=NC2=C1C=C(C=C2)OC2=CC(=C(C(=C2)F)C(F)(F)F)Cl)C)OC (6-[(2-chloro-α,α,α,6-tetrafluoro-p-tolyl) oxy]-α-methyl-1H-benzotriazole-1-acetaldehyde dimethyl acetal), H2 SO4, O (water), [O-][Mn](=O)(=O)=O.[K+] (KMnO4). Reaction SMILES: C[O:2][CH:3]([O:28]C)[CH:4]([CH3:27])[N:5]1[C:9]2[CH:10]=[C:11]([O:14][C:15]3[CH:20]=[C:19]([F:21])[C:18]([C:22]([F:25])([F:24])[F:23])=[C:17]([Cl:26])[CH:16]=3)[CH:12]=[CH:13][C:8]=2[N:7]=[N:6]1.[O-][Mn](=O)(=O)=O.[K+].O>C(O)(=O)C>[Cl:26][C:17]1[CH:16]=[C:15]([O:14][C:11]2[CH:12]=[CH:13][C:8]3[N:7]=[N:6][N:5]([CH:4]([CH3:27])[C:3]([OH:28])=[O:2])[C:9]=3[CH:10]=2)[CH:20]=[C:19]([F:21])[C:18]=1[C:22]([F:25])([F:24])[F:23] |f:1.2|. Yields the product ClC1=C(C(=CC(=C1)OC=1C=CC2=C(N(N=N2)C(C(=O)O)C)C1)F)C(F)(F)F (6-[(2-chloro-α,α,α,6-tetrafluoro-p-tolyl)oxy]-α-methyl-1H-benzotriazole-1-acetic acid). Reaction conditions: temperature 70 celsius. Run in C(C)(=O)O (acetic acid). Starting materials: CC1(C)C(C(=O)c2cn(CC3CCOCC3)c3ccc(Br)cc23)C1(C)C, O=C([O-])[O-], Cc1ccccc1, CC(C)c1cccc(C(C)C)c1-n1cc[n+](-c2c(C(C)C)cccc2C(C)C)c1, [Cl-], [Na+], [Na+], O=C(C=Cc1ccccc1)C=Cc1ccccc1, O=C(C=Cc1ccccc1)C=Cc1ccccc1, O=C(C=Cc1ccccc1)C=Cc1ccccc1, OB(O)c1ccccc1, [Pd], [Pd]. Yields the product CC1(C)C(C(=O)c2cn(CC3CCOCC3)c3ccc(-c4ccccc4)cc23)C1(C)C. RXN SMILES: [Br:1][c:2]1[cH:3][c:4]2[c:5]([C:18](=[O:19])[CH:20]3[C:21]([CH3:25])([CH3:26])[C:22]3([CH3:23])[CH3:24])[cH:6][n:7]([CH2:11][CH:12]3[CH2:13][CH2:14][O:15][CH2:16][CH2:17]3)[c:8]2[cH:9][cH:10]1.[C:66](=[O:67])([O-:68])[O-:69].[CH3:72][c:73]1[cH:74][cH:75][cH:76][cH:77][cH:78]1.[CH:37]([c:38]1[cH:39][cH:40][cH:41][c:42]([CH:43]([CH3:44])[CH3:45])[c:46]1-[n+:47]1[cH:48][cH:49][n:50](-[c:51]2[c:52]([CH:53]([CH3:54])[CH3:55])[cH:56][cH:57][cH:58][c:59]2[CH:60]([CH3:61])[CH3:62])[cH:63]1)([CH3:64])[CH3:65].[Cl-:36].[Na+:70].[Na+:71].[O:117]=[C:118]([CH:119]=[CH:120][c:121]1[cH:122][cH:123][cH:124][cH:125][cH:126]1)[CH:127]=[CH:128][c:129]1[cH:130][cH:131][cH:132][cH:133][cH:134]1.[O:81]=[C:82]([CH:83]=[CH:84][c:85]1[cH:86][cH:87][cH:88][cH:89][cH:90]1)[CH:91]=[CH:92][c:93]1[cH:94][cH:95][cH:96][cH:97][cH:98]1.[O:99]=[C:100]([CH:101]=[CH:102][c:103]1[cH:104][cH:105][cH:106][cH:107][cH:108]1)[CH:109]=[CH:110][c:111]1[cH:112][cH:113][cH:114][cH:115][cH:116]1.[OH:27][B:28]([OH:29])[c:30]1[cH:31][cH:32][cH:33][cH:34][cH:35]1.[Pd:79].[Pd:80]>>[c:2]1(-[c:30]2[cH:31][cH:32][cH:33][cH:34][cH:35]2)[cH:3][c:4]2[c:5]([C:18](=[O:19])[CH:20]3[C:21]([CH3:25])([CH3:26])[C:22]3([CH3:23])[CH3:24])[cH:6][n:7]([CH2:11][CH:12]3[CH2:13][CH2:14][O:15][CH2:16][CH2:17]3)[c:8]2[cH:9][cH:10]1. Starting materials: C(C)O[C@@H](CC1=CC=C(OC/C=C(\C)/C2=CC=C(C=C2)C2=CC(=CC=C2)/C(=C/C(=O)OCC)/C)C=C1)C(=O)OCC ((E,E)-(S)-ethyl 3-(4′-{3-[4-(2-ethoxy-2-ethoxycarbonyl-ethyl)-phenoxy]-1-methyl-propenyl}-biphenyl-3-yl)-but-2-enoate), [OH-].[Na+] (sodium hydroxide). Yields the product C(=O)(O)C(CC1=CC=C(OCC=C(C)C2=CC=C(C=C2)C2=CC(=CC=C2)C(C(=O)O)=CC)C=C1)OCC (4′-{3-[4-(2-Carboxy-2-ethoxy-ethyl)-phenoxy]-1-methyl-propenyl}-biphenyl-3-yl -but-2-enoic acid), C(=O)(O)[C@H](CC1=CC=C(OC/C=C(\C)/C2=CC=C(C=C2)C2=CC(=CC=C2)/C(=C/C(=O)O)/C)C=C1)OCC ((E,E)-(S)-3-(4′-{3-[4-(2-carboxy-2-ethoxy-ethyl)-phenoxy]-1-methyl-propenyl}-biphenyl-3-yl)-but-2-enoic acid). The yield is 238.0%. As a reaction SMILES: [CH2:1]([O:3][C@H:4]([C:37]([O:39]CC)=[O:38])[CH2:5][C:6]1[CH:36]=[CH:35][C:9]([O:10][CH2:11]/[CH:12]=[C:13](/[C:15]2[CH:20]=[CH:19][C:18]([C:21]3[CH:26]=[CH:25][CH:24]=[C:23](/[C:27](/[CH3:34])=[CH:28]/[C:29]([O:31]CC)=[O:30])[CH:22]=3)=[CH:17][CH:16]=2)\[CH3:14])=[CH:8][CH:7]=1)[CH3:2].[OH-:42].[Na+]>>[C:37]([CH:4]([O:3][CH2:1][CH3:2])[CH2:5][C:6]1[CH:36]=[CH:35][C:9]([O:10][CH2:11][CH:12]=[C:13]([C:15]2[CH:16]=[CH:17][C:18]([C:21]3[CH:26]=[CH:25][CH:24]=[C:23]([C:5](=[CH:6][CH3:7])[C:4]([OH:3])=[O:42])[CH:22]=3)=[CH:19][CH:20]=2)[CH3:14])=[CH:8][CH:7]=1)([OH:39])=[O:38].[C:37]([C@@H:4]([O:3][CH2:1][CH3:2])[CH2:5][C:6]1[CH:36]=[CH:35][C:9]([O:10][CH2:11]/[CH:12]=[C:13](/[C:15]2[CH:20]=[CH:19][C:18]([C:21]3[CH:26]=[CH:25][CH:24]=[C:23](/[C:27](/[CH3:34])=[CH:28]/[C:29]([OH:31])=[O:30])[CH:22]=3)=[CH:17][CH:16]=2)\[CH3:14])=[CH:8][CH:7]=1)([OH:39])=[O:38] |f:1.2|. Procedure details: The title compound was prepared from (E,E)-(S)-ethyl 3-(4′-{3-[4-(2-ethoxy-2-ethoxycarbonyl-ethyl)-phenoxy]-1-methyl-propenyl}-biphenyl-3-yl)-but-2-enoate (example 111) (190 mg, 0.34 mmol) and sodium hydroxide (1M, 1.4 ml, 1.4 mmol) by a procedure analogous to that described in example 51, yielding (E,E)-(S)-3-(4′-{3-[4-(2-carboxy-2-ethoxy-ethyl)-phenoxy]-1-methyl-propenyl}-biphenyl-3-yl)-but-2-enoic acid (135 mg, 79%) as a colourless solid. The reactants are FC1=CC=C(CCN2CCC(CC2)N2CCC3=CC=C(C=C23)Br)C=C1 (1-[1-(4-Fluorophenethyl)piperidin-4-yl]-6-bromoindoline), CN(C1=NC=C(C=C1)C=O)C (2-dimethylamino-5-formylpyridine). Product: BrC=1C=CC(=NC1)N(C)C (5-bromo-2-dimethylaminopyridine). Yield: 150.9%. As a reaction SMILES: FC1C=CC(CCN2CCC(N3C4C(=CC=C([Br:23])C=4)CC3)CC2)=CC=1.[CH3:26][N:27]([CH3:36])[C:28]1[CH:33]=[CH:32][C:31](C=O)=[CH:30][N:29]=1>>[Br:23][C:31]1[CH:32]=[CH:33][C:28]([N:27]([CH3:36])[CH3:26])=[N:29][CH:30]=1. Procedure details: 1-[1-(4-Fluorophenethyl)piperidin-4-yl]-6-bromoindoline (0.5 g) and 2-dimethylamino-5-formylpyridine (0.345 g) were treated as in Example 130 to give the title compound (0.376 g) as a colorless oil (yield: 65.3%).